Dataset: the Open Reaction Database (ORD), a public repository of structured organic reaction records. Task: describe an organic reaction: reactants, conditions, products, and yield Starting materials: NCC(OCC)(OCC)C=1C=NC=CC1 (3-(2-amino-1,1-diethoxyethyl)pyridine), CC(C(C(=O)O)=O)CC (3-methyl-2-oxopentanoic acid). Product: C(C)OC(CNC(C(C(CC)C)=O)=O)(C=1C=NC=CC1)OCC (rac-N-[2,2-diethoxy-2-(3-pyridyl)ethyl]-3-methyl-2-oxovaleramide). RXN SMILES: [NH2:1][CH2:2][C:3]([C:10]1[CH:11]=[N:12][CH:13]=[CH:14][CH:15]=1)([O:7][CH2:8][CH3:9])[O:4][CH2:5][CH3:6].[CH3:16][CH:17]([CH2:23][CH3:24])[C:18](=[O:22])[C:19](O)=[O:20]>>[CH2:8]([O:7][C:3]([O:4][CH2:5][CH3:6])([C:10]1[CH:11]=[N:12][CH:13]=[CH:14][CH:15]=1)[CH2:2][NH:1][C:19](=[O:20])[C:18](=[O:22])[CH:17]([CH3:16])[CH2:23][CH3:24])[CH3:9]. Reported procedure: In a manner analogous to Example 1, by condensing 3-(2-amino-1,1-diethoxyethyl)pyridine with 3-methyl-2-oxopentanoic acid there is obtained rac-N-[2,2-diethoxy-2-(3-pyridyl)ethyl]-3-methyl-2-oxovaleramide as an amorphous, colorless solid. Subsequent acidic hydrolysis to rac-3-methyl-2-oxo-N-[(3-pyridylcarbonyl)methyl]valeramide hydrochloride (beige, crystalline solid, melting point 158°-159°) and ring closure gives rac-3-(1-methylpropyl)-5-(3-pyridyl)-2(1H)-pyrazinone as a yellow solid, melting ... Starting materials: O=C1c2ccccc2C(=O)N1CCBr, CCC(C)=O, [I-], [K+], [K+], [Na+], O=C([O-])[O-], c1ccc(C(c2ccccc2)N2CCNCC2)cc1. The product is O=C1c2ccccc2C(=O)N1CCCN1CCN(C(c2ccccc2)c2ccccc2)CC1. Reaction SMILES: [Br:20][CH2:21][CH2:22][N:23]1[C:24](=[O:33])[c:25]2[c:26]([cH:29][cH:30][cH:31][cH:32]2)[C:27]1=[O:28].[CH3:42][C:43](=[O:44])[CH2:45][CH3:46].[I-:40].[K+:34].[K+:35].[Na+:41].[O-:36][C:37]([O-:38])=[O:39].[c:1]1([CH:7]([N:8]2[CH2:9][CH2:10][NH:11][CH2:12][CH2:13]2)[c:14]2[cH:15][cH:16][cH:17][cH:18][cH:19]2)[cH:2][cH:3][cH:4][cH:5][cH:6]1>>[c:1]1([CH:7]([N:8]2[CH2:9][CH2:10][N:11]([CH2:37][CH2:21][CH2:22][N:23]3[C:24](=[O:33])[c:25]4[c:26]([cH:29][cH:30][cH:31][cH:32]4)[C:27]3=[O:28])[CH2:12][CH2:13]2)[c:14]2[cH:15][cH:16][cH:17][cH:18][cH:19]2)[cH:2][cH:3][cH:4][cH:5][cH:6]1.